From a dataset of the Open Reaction Database (ORD), a public repository of structured organic reaction records. describe an organic reaction: reactants, conditions, products, and yield Product: NC=1OC2=C3C(=CC=C2C(C1C#N)C1=CC(=C(C(=C1)OC)OC)Br)C(=CC=C3)NC(C)=O (2-Amino-4-(3-bromo-4,5-dimethoxy-phenyl)-7-acetylamino-4H-benzo[h]chromene-3-carbonitrile). Isolated yield 93.1%. Run in O (water), N1=CC=CC=C1 (pyridine). Reaction conditions: temperature 0 celsius. As a reaction SMILES: [NH2:1][C:2]1[O:3][C:4]2[C:9]([CH:10]([C:14]3[CH:19]=[C:18]([O:20][CH3:21])[C:17]([O:22][CH3:23])=[C:16]([Br:24])[CH:15]=3)[C:11]=1[C:12]#[N:13])=[CH:8][CH:7]=[C:6]1[C:25]([NH2:29])=[CH:26][CH:27]=[CH:28][C:5]=21.[C:30](OC(=O)C)(=[O:32])[CH3:31]>N1C=CC=CC=1.O>[NH2:1][C:2]1[O:3][C:4]2[C:9]([CH:10]([C:14]3[CH:19]=[C:18]([O:20][CH3:21])[C:17]([O:22][CH3:23])=[C:16]([Br:24])[CH:15]=3)[C:11]=1[C:12]#[N:13])=[CH:8][CH:7]=[C:6]1[C:25]([NH:29][C:30](=[O:32])[CH3:31])=[CH:26][CH:27]=[CH:28][C:5]=21. Procedure details: 2,7-Diamino-4-(3-bromo-4,5-dimethoxy-phenyl)-4H-benzo[h]chromene-3-carbonitrile (10) (45 mg, 0.1 mmol) was taken in pyridine (2 ml) at 0° C., charged with acetic anhydride (11 mg, 0.11 mmol) and stirred further at 0° C. under LC-MS control. The reaction mixture was diluted with water (10 ml) under stirring, stirred further at room temperature for 2 h, the precipitates were collected by filtration, washed with water and dried to get the title compound (46 mg, 93%). Reactants: NC=1OC2=C3C(=CC=C2C(C1C#N)C1=CC(=C(C(=C1)OC)OC)Br)C(=CC=C3)N (2,7-Diamino-4-(3-bromo-4,5-dimethoxy-phenyl)-4H-benzo[h]chromene-3-carbonitrile), C(C)(=O)OC(C)=O (acetic anhydride). Reactants: CN.Cl, C1=C(C=NC=C1Br)C(F)(F)F. The reagents and catalysts are C(=O)([O-])[O-].[Cs+].[Cs+], CC1(C2=C(C(=CC=C2)P(C3=CC=CC=C3)C4=CC=CC=C4)OC5=C1C=CC=C5P(C6=CC=CC=C6)C7=CC=CC=C7)C, C1=CC=C(C=C1)/C=C/C(=O)/C=C/C2=CC=CC=C2.C1=CC=C(C=C1)/C=C/C(=O)/C=C/C2=CC=CC=C2.C1=CC=C(C=C1)/C=C/C(=O)/C=C/C2=CC=CC=C2.C(Cl)(Cl)Cl.[Pd].[Pd]. Run in C1COCCO1. Run at temperature 130 celsius. The product is CNC1=CN=CC(=C1)C(F)(F)F. Yield: 0.0%. Procedure details: 3-bromo-5-(trifluoromethyl)pyridine (100 mg, 0.44 mmol), methylamine hydrochloride (59.8 mg, 0.88 mmol), and cesium carbonate (490 mg, 1.50 mmol) were suspended in dioxane (3 mL) . The reaction was purged with nitrogen for 30 minutes then 9,9-Dimethyl-4,5-bis(diphenylphosphino)xanthene (7.68 mg, 0.01 mmol) and TRIS(DIBENZYLIDENEACETONE)DIPALLADIUM(0)-CHLOROFORM ADDUCT (9.16 mg, 8.85 µmol) were added. The reaction was heated to 130 °C in a CEM microwave for 1 hour.  No Product formed.  Abandoned